Dataset: the Open Reaction Database (ORD), a public repository of structured organic reaction records. Task: describe an organic reaction: reactants, conditions, products, and yield Starting materials: O=P(Cl)(Cl)Cl (POCl3), N1C=NC2=C1C=C(C=C2)C(=O)N (1H-benzimidazole-6-carboxamide), [OH-].[Na+] (NaOH). Run in CN(C)C=O (DMF), CN(C)C=O (DMF). Reaction conditions: time 2 hour. The product is N1C=NC2=C1C=C(C=C2)C#N (1H-benzimidazole-6-carbonitrile). The yield is 27.4%. RXN SMILES: O=P(Cl)(Cl)Cl.[NH:6]1[C:10]2[CH:11]=[C:12]([C:15]([NH2:17])=O)[CH:13]=[CH:14][C:9]=2[N:8]=[CH:7]1.[OH-].[Na+]>CN(C=O)C>[NH:6]1[C:10]2[CH:11]=[C:12]([C:15]#[N:17])[CH:13]=[CH:14][C:9]=2[N:8]=[CH:7]1 |f:2.3|. Procedure: Under ice-cooling, to DMF (30 ml) was slowly added dropwise POCl3 (6.68 g, 4.06 ml), followed by reaction at room temperature for 2 hours, and then a solution of 1H-benzimidazole-6-carboxamide (2.38 g) in DMF (47.6 ml) was added thereto, followed by stirring at room temperature for 2 hours. To the solution was added a 1M aqueous NaOH solution (pH 6 to 7), followed by stirring at room temperature for 0.5 hour. The solution was extracted with EtOAc, and the organic layer was combined, washed with ... The reactants are C(C)C=1N=COC1 (4-ethyl-oxazole), C(C)OC(N(CC=1C=NC(=CC1)C)C1=C(C(=NC(=C1)Br)N)[N+](=O)[O-])=O ((2-amino-6-bromo-3-nitro-pyridin-4-yl)-(6-methyl-pyridin-3-ylmethyl)-carbamic acid ethyl ester). Yields the product C(C)OC(N(CC=1C=NC(=CC1)C)C1=C(C(=NC(=C1)C=1OC=C(N1)CC)N)[N+](=O)[O-])=O ([2-Amino-6-(4-ethyl-oxazol-2-yl)-3-nitro-pyridin-4-yl]-(6-methyl-pyridin-3-ylmethyl)-carbamic acid ethyl ester), product. Reaction SMILES: [CH2:1]([C:3]1[N:4]=[CH:5][O:6][CH:7]=1)[CH3:2].[CH2:8]([O:10][C:11](=[O:32])[N:12]([C:21]1[CH:26]=[C:25](Br)[N:24]=[C:23]([NH2:28])[C:22]=1[N+:29]([O-:31])=[O:30])[CH2:13][C:14]1[CH:15]=[N:16][C:17]([CH3:20])=[CH:18][CH:19]=1)[CH3:9]>>[CH2:8]([O:10][C:11](=[O:32])[N:12]([C:21]1[CH:26]=[C:25]([C:5]2[O:6][CH:7]=[C:3]([CH2:1][CH3:2])[N:4]=2)[N:24]=[C:23]([NH2:28])[C:22]=1[N+:29]([O-:31])=[O:30])[CH2:13][C:14]1[CH:15]=[N:16][C:17]([CH3:20])=[CH:18][CH:19]=1)[CH3:9]. Procedure: The title compound was prepared following the example in preparation 70, using 4-ethyl-oxazole (47 mg) and (2-amino-6-bromo-3-nitro-pyridin-4-yl)-(6-methyl-pyridin-3-ylmethyl)-carbamic acid ethyl ester (100 mg), giving the product (74 mg) as a yellow gum. Reactants: ClC=1C=C2C(CN(CC2=C(C1)Cl)C)C=1C=C(C=CC1)N (3-(6,8-Dichloro-2-methyl-1,2,3,4-tetrahydro-isoquinolin-4-yl)-phenylamine), C(C)S(=O)(=O)Cl (ethanesulfonyl chloride). Reagents/catalysts: CN(C)C=1C=CN=CC1 (DMAP). Run in N1=CC=CC=C1 (pyridine). Yields the product Cl.ClC=1C=C2C(CN(CC2=C(C1)Cl)C)C=1C=C(C=CC1)NS(=O)(=O)CC (N-[3-(6,8-Dichloro-2-methyl-1,2,3,4-tetrahydro-isoquinolin-4-yl)-phenyl]-ethanesulfonamide, Hydrochloride). As a reaction SMILES: [Cl:1][C:2]1[CH:3]=[C:4]2[C:9](=[C:10]([Cl:12])[CH:11]=1)[CH2:8][N:7]([CH3:13])[CH2:6][CH:5]2[C:14]1[CH:15]=[C:16]([NH2:20])[CH:17]=[CH:18][CH:19]=1.[CH2:21]([S:23](Cl)(=[O:25])=[O:24])[CH3:22]>N1C=CC=CC=1.CN(C1C=CN=CC=1)C>[ClH:1].[Cl:1][C:2]1[CH:3]=[C:4]2[C:9](=[C:10]([Cl:12])[CH:11]=1)[CH2:8][N:7]([CH3:13])[CH2:6][CH:5]2[C:14]1[CH:15]=[C:16]([NH:20][S:23]([CH2:21][CH3:22])(=[O:25])=[O:24])[CH:17]=[CH:18][CH:19]=1 |f:4.5|. Procedure: 307.1 mg (1 mmol) of the compound of example 35 was dissolved in 10 ml of pyridine and at 0° C., 0.19 g (1.5 mmol) of ethanesulfonyl chloride, and a catalytic amount of DMAP are added. The mixture was stirred at room temperature. Starting materials: BrC=1C(=NC(=NC1)N[C@@H]1CC[C@@H](CC1)C)OC1CN(C1)C(=O)OC(C)(C)C (tert-butyl 3-(5-bromo-2-(cis-4-methylcyclohexylamino)pyrimidin-4-yloxy)azetidine-1-carboxylate), C(=O)(C(F)(F)F)O (TFA). Solvent: C(Cl)Cl (DCM), C(Cl)Cl (DCM). Conditions: time 4 hour. Product: N1CC(C1)OC1=NC(=NC=C1Br)N[C@@H]1CC[C@@H](CC1)C (4-(azetidin-3-yloxy)-5-bromo-N-(cis-4-methylcyclohexyl)pyrimidin-2-amine). RXN SMILES: [Br:1][C:2]1[C:3]([O:16][CH:17]2[CH2:20][N:19](C(OC(C)(C)C)=O)[CH2:18]2)=[N:4][C:5]([NH:8][C@H:9]2[CH2:14][CH2:13][C@@H:12]([CH3:15])[CH2:11][CH2:10]2)=[N:6][CH:7]=1.C(O)(C(F)(F)F)=O>C(Cl)Cl>[NH:19]1[CH2:18][CH:17]([O:16][C:3]2[C:2]([Br:1])=[CH:7][N:6]=[C:5]([NH:8][C@H:9]3[CH2:14][CH2:13][C@@H:12]([CH3:15])[CH2:11][CH2:10]3)[N:4]=2)[CH2:20]1. Procedure details: To tert-butyl 3-(5-bromo-2-(cis-4-methylcyclohexylamino)pyrimidin-4-yloxy)azetidine-1-carboxylate (6.5 g, 14 mmol) in DCM (25 mL) was added TFA (4 mL). The mixture was stirred at room temperature for 4 h, diluted with DCM, washed with 1N NaOH solution, water, dried over sodium sulfate, filtered and concentrated to dryness. MS (ESI) m/z Calc. 340.1 (M+). Found: 342.1 (M++2). The reactants are C1(CCC1)C1=CC(=C(C(=O)OC)C=C1C=1NC(=CN1)COC)C (methyl 4-cyclobutyl-5-(5-(methoxymethyl)-1H-imidazol-2-yl)-2-methylbenzoate), C1(CCC1)C1=CC(=C(C(=O)OC)C=C1C=1NC(=CN1)COC)C (methyl 4-cyclobutyl-5-(5-(methoxymethyl)-1H-imidazol-2-yl)-2-methylbenzoate), [OH-].[Na+] (sodium hydroxide). Run in CO (methanol). Product: C1(CCC1)C1=CC(=C(C(=O)O)C=C1C=1NC(=CN1)COC)C (4-Cyclobutyl-5-(5-(methoxymethyl)-1H-imidazol-2-yl)-2-methylbenzoic acid). Reaction SMILES: [CH:1]1([C:5]2[C:14]([C:15]3[NH:16][C:17]([CH2:20][O:21][CH3:22])=[CH:18][N:19]=3)=[CH:13][C:8]([C:9]([O:11]C)=[O:10])=[C:7]([CH3:23])[CH:6]=2)[CH2:4][CH2:3][CH2:2]1.[OH-].[Na+]>CO>[CH:1]1([C:5]2[C:14]([C:15]3[NH:16][C:17]([CH2:20][O:21][CH3:22])=[CH:18][N:19]=3)=[CH:13][C:8]([C:9]([OH:11])=[O:10])=[C:7]([CH3:23])[CH:6]=2)[CH2:2][CH2:3][CH2:4]1 |f:1.2|. Procedure details: A solution of methyl 4-cyclobutyl-5-(5-(methoxymethyl)-1H-imidazol-2-yl)-2-methylbenzoate (compound 246.3, 150 mg, 0.430 mmol, 1.00 equiv, 90%) and aqueous sodium hydroxide (76.0 mg, 1.90 mmol, 4.00 equiv in 2 mL water) in methanol (4 mL) was stirred for 2 h at 60° C. After cooling to ambient temperature, the organic solvent was removed under reduced pressure. The pH value of the remaining aqueous phase was adjusted to −4 with hydrogen chloride (aq., 4 M). The resulting mixture was extracted wit... Starting materials: C(C1=CC=CC=C1)N1C2=NC=NC(=C2N=C1)N (N9-benzyladenine), BrBr (bromine). Solvent: C(C)(=O)O (acetic acid). Yields the product C(C1=CC=CC=C1)N1C2=NC=NC(=C2N=C1Br)N (N9-benzyl-8-bromoadenine). As a reaction SMILES: [CH2:1]([N:8]1[CH:16]=[N:15][C:14]2[C:9]1=[N:10][CH:11]=[N:12][C:13]=2[NH2:17])[C:2]1[CH:7]=[CH:6][CH:5]=[CH:4][CH:3]=1.[Br:18]Br>C(O)(=O)C>[CH2:1]([N:8]1[C:16]([Br:18])=[N:15][C:14]2[C:9]1=[N:10][CH:11]=[N:12][C:13]=2[NH2:17])[C:2]1[CH:7]=[CH:6][CH:5]=[CH:4][CH:3]=1. Procedure: A solution of N9-benzyladenine (1 mmol) in acetic acid buffer (pH=4) was treated with bromine (1 mmol) at room temperature for 12 h. The reaction was quenched with 10% sodium sulfite solution and extracted with dichloromethane. The combined extracts were dried (Na2SO4) and evaporated to dryness. Chromatography afforded N9-benzyl-8-bromoadenine.